This data is from the Open Reaction Database (ORD), a public repository of structured organic reaction records. The task is: describe an organic reaction: reactants, conditions, products, and yield The reactants are CC(=O)O[BH-](OC(C)=O)OC(C)=O, CC1(C)OC(=O)c2ccc(Oc3ccc(C=O)cc3F)cc2O1, CC(C)CCN, ClCCCl, [K+], [Na+], [OH-]. The product is CC(C)CCNCc1ccc(Oc2ccc3c(c2)OC(C)(C)OC3=O)c(F)c1. RXN SMILES: [C:30]([O:31][BH-:32]([O:33][C:34](=[O:35])[CH3:36])[O:37][C:38](=[O:39])[CH3:40])(=[O:41])[CH3:42].[CH3:1][C:2]1([CH3:23])[O:3][c:4]2[c:5]([cH:9][cH:10][c:11]([O:13][c:14]3[c:15]([F:22])[cH:16][c:17]([CH:18]=[O:19])[cH:20][cH:21]3)[cH:12]2)[C:6](=[O:8])[O:7]1.[CH3:24][CH:25]([CH2:26][CH2:27][NH2:28])[CH3:29].[Cl:46][CH2:47][CH2:48][Cl:49].[K+:45].[Na+:43].[OH-:44]>>[CH3:1][C:2]1([CH3:23])[O:3][c:4]2[c:5]([cH:9][cH:10][c:11]([O:13][c:14]3[c:15]([F:22])[cH:16][c:17]([CH2:18][NH:28][CH2:27][CH2:26][CH:25]([CH3:24])[CH3:29])[cH:20][cH:21]3)[cH:12]2)[C:6](=[O:8])[O:7]1. The reactants are OC1=C(C=NC=2CCC(CC12)O)C(=O)OCC (ethyl 4,6-dihydroxy-5,6,7,8-tetrahydroquinoline-3-carboxylate), KHCO3, ClC(=O)OCC1=CC=CC=C1 (benzyl chloroformate). Solvent: C(Cl)(Cl)Cl (CHCl3). The product is C(C1=CC=CC=C1)OC(=O)OC1CC=2C(=C(C=NC2CC1)C(=O)OCC)O (ethyl 6-benzyloxycarbonyloxy-4-hydroxy-5,6,7,8-tetrahydroquinoline-3-carboxylate). RXN SMILES: [OH:1][C:2]1[C:11]2[CH2:10][CH:9]([OH:12])[CH2:8][CH2:7][C:6]=2[N:5]=[CH:4][C:3]=1[C:13]([O:15][CH2:16][CH3:17])=[O:14].Cl[C:19]([O:21][CH2:22][C:23]1[CH:28]=[CH:27][CH:26]=[CH:25][CH:24]=1)=[O:20]>C(Cl)(Cl)Cl>[CH2:22]([O:21][C:19]([O:12][CH:9]1[CH2:8][CH2:7][C:6]2[N:5]=[CH:4][C:3]([C:13]([O:15][CH2:16][CH3:17])=[O:14])=[C:2]([OH:1])[C:11]=2[CH2:10]1)=[O:20])[C:23]1[CH:28]=[CH:27][CH:26]=[CH:25][CH:24]=1. Reported procedure: A well stirred mixture of 5 g of ethyl 4,6-dihydroxy-5,6,7,8-tetrahydroquinoline-3-carboxylate and 3.0 g of KHCO3 in 300 mL of CHCl3 is ice-cooled. To the cooled mixture, benzyl chloroformate (3.6 g) is added over a period of 10 minutes maintaining the reaction temperature below 10°. The reaction mixture is vigorously stirred at room temperature overnight, then filtered. The filtrate is washed with H2O, dried (MgSO4), and evaporated to dryness. The dried residue is purified by flash chromatograp... Reactants: CN1C(=O)NCC1C(=O)OC(C)(C)C, CN(C)C=O, O=S(=O)(OCC(F)F)C(F)(F)F, [H-], [Na+]. Product: CN1C(=O)N(CC(F)F)CC1C(=O)OC(C)(C)C. Reaction SMILES: [CH3:1][N:2]1[C:3](=[O:14])[NH:4][CH2:5][CH:6]1[C:7](=[O:8])[O:9][C:10]([CH3:11])([CH3:12])[CH3:13].[CH3:29][N:30]([CH3:31])[CH:32]=[O:33].[F:15][C:16]([F:17])([F:18])[S:19]([O:20][CH2:21][CH:22]([F:23])[F:24])(=[O:25])=[O:26].[H-:27].[Na+:28]>>[CH3:1][N:2]1[C:3](=[O:14])[N:4]([CH2:21][CH:22]([F:23])[F:24])[CH2:5][CH:6]1[C:7](=[O:8])[O:9][C:10]([CH3:11])([CH3:12])[CH3:13]. Run in m-xylenes. Reactants: [O-]P(=O)([O-])[O-].[K+].[K+].[K+] (Potassium phosphate tribasic anhydrous), BrC=1C=C(C=CC1)C=1N(C=CN1)C1=C(C=CC=C1C(C)C)C(C)C (2-(3-bromophenyl)-1-(2,6-diisopropylphenyl)-1H-imidazole), C1=C(C=CC=2C3=CC=CC=C3NC12)C#N (9H-carbazole-2-carbonitrile), C1(CCCCC1)P(C1=C(C=CC=C1)C1=C(C=CC=C1OC)OC)C1CCCCC1 (2-dicyclohexylphosphino-2′,6′ dimethoxybiphenyl). Procedure: 2-(3-bromophenyl)-1-(2,6-diisopropylphenyl)-1H-imidazole (4.39 g, 11.45 mmol), 9H-carbazole-2-carbonitrile (2 g, 10.40 mmol), Pd2dba3 (0.333 g, 0.364 mmol) and 2-dicyclohexylphosphino-2′,6′ dimethoxybiphenyl (S-Phos) (0.597 g, 1.457 mmol) were charged into the reaction flask with 300 mL of m-xylenes. Potassium phosphate tribasic anhydrous (3.86 g, 18.21 mmol) was ground into a fine powder using a mortar and pestle then was added to the reaction mixture. The reaction mixture was degassed with nit... Product: C(C)(C)C1=C(C(=CC=C1)C(C)C)N1C(=NC=C1)C=1C=C(C=CC1)N1C2=CC=CC=C2C=2C=CC(=CC12)C#N (9-(3-(1-(2,6-diisopropylphenyl)-1H-imidazol-2-yl)phenyl)-9H-carbazole-2-carbonitrile). Reaction SMILES: Br[C:2]1[CH:3]=[C:4]([C:8]2[N:9]([C:13]3[C:18]([CH:19]([CH3:21])[CH3:20])=[CH:17][CH:16]=[CH:15][C:14]=3[CH:22]([CH3:24])[CH3:23])[CH:10]=[CH:11][N:12]=2)[CH:5]=[CH:6][CH:7]=1.[CH:25]1[C:37]2[NH:36][C:35]3[C:30](=[CH:31][CH:32]=[CH:33][CH:34]=3)[C:29]=2[CH:28]=[CH:27][C:26]=1[C:38]#[N:39].C1(P(C2CCCCC2)C2C=CC=CC=2C2C(OC)=CC=CC=2OC)CCCCC1.[O-]P([O-])([O-])=O.[K+].[K+].[K+]>C1C=CC(/C=C/C(/C=C/C2C=CC=CC=2)=O)=CC=1.C1C=CC(/C=C/C(/C=C/C2C=CC=CC=2)=O)=CC=1.C1C=CC(/C=C/C(/C=C/C2C=CC=CC=2)=O)=CC=1.[Pd].[Pd]>[CH:22]([C:14]1[CH:15]=[CH:16][CH:17]=[C:18]([CH:19]([CH3:21])[CH3:20])[C:13]=1[N:9]1[CH:10]=[CH:11][N:12]=[C:8]1[C:4]1[CH:3]=[C:2]([N:36]2[C:37]3[CH:25]=[C:26]([C:38]#[N:39])[CH:27]=[CH:28][C:29]=3[C:30]3[C:35]2=[CH:34][CH:33]=[CH:32][CH:31]=3)[CH:7]=[CH:6][CH:5]=1)([CH3:24])[CH3:23] |f:3.4.5.6,7.8.9.10.11|. Isolated yield 93.4%. The reagents and catalysts are C=1C=CC(=CC1)/C=C/C(=O)/C=C/C2=CC=CC=C2.C=1C=CC(=CC1)/C=C/C(=O)/C=C/C2=CC=CC=C2.C=1C=CC(=CC1)/C=C/C(=O)/C=C/C2=CC=CC=C2.[Pd].[Pd] (Pd2dba3). Reactants: OCC1(CCC(C2CNCC12)(O)C1=C(C=CC=C1)OC)C ((3aRS,4RS,7SR,7aRS)-7-(hydroxymethyl)-4-(2-methoxyphenyl)-7-methyl-4-perhydroisoindolol), N1C=C(C2=CC=CC=C12)CC(=O)O (3-indoleacetic acid). The product is COC1=C(C=CC=C1)C1(C2CNCC2C(CC1)C)O (4-(2-methoxyphenyl)-7-methyl-4-perhydroisoindolol), solid. Reaction SMILES: O[CH2:2][C:3]1(C)[CH:11]2[CH:7]([CH2:8][NH:9][CH2:10]2)[C:6]([C:13]2[CH:18]=[CH:17][CH:16]=[CH:15][C:14]=2[O:19][CH3:20])([OH:12])[CH2:5][CH2:4]1.N1C2C(=CC=CC=2)C(CC(O)=O)=C1>>[CH3:20][O:19][C:14]1[CH:15]=[CH:16][CH:17]=[CH:18][C:13]=1[C:6]1([OH:12])[CH2:5][CH2:4][CH:3]([CH3:2])[CH:11]2[CH:7]1[CH2:8][NH:9][CH2:10]2. Procedure details: By working in an identical manner to Example 1, 1.5 g of (3aRS,4RS,7SR,7aRS)-7-(hydroxymethyl)-4-(2-methoxyphenyl)-7-methyl-4-perhydroisoindolol and 0.88 g of 3-indoleacetic acid are used. After concentration, the crude residue is recrystallized in acetonitrile and, after drying at 40° C. and 15 Pa, 0.7 g of (3aRS,4RS,7SR,7aRS)-7-(hydroxymethyl)-2-(3-indolylacetyl)-4-(2-methoxyphenyl)-7-methyl-4ethyl)-4-(2-methoxyphenyl)-7-methyl-4-perhydroisoindolol is obtained, in the form of a white solid mel... Starting materials: BrC1=NC=C(C=C1)Br (2,5-dibromopyridine), FC1=CC=C(C=C1)B(O)O (4-fluorobenzeneboronic acid). The reagents and catalysts are C=1C=CC(=CC1)[P](C=2C=CC=CC2)(C=3C=CC=CC3)[Pd]([P](C=4C=CC=CC4)(C=5C=CC=CC5)C=6C=CC=CC6)([P](C=7C=CC=CC7)(C=8C=CC=CC8)C=9C=CC=CC9)[P](C=1C=CC=CC1)(C=1C=CC=CC1)C=1C=CC=CC1 (tetrakis(triphenylphosphine)palladium(0)). The solvent is COCCOC (ethylene glycol dimethyl ether), C([O-])([O-])=O.[Na+].[Na+] (sodium carbonate). The product is BrC=1C=CC(=NC1)C1=CC=C(C=C1)F (5-bromo-2-(4-fluorophenyl)pyridine). The yield is 88.4%. RXN SMILES: Br[C:2]1[CH:7]=[CH:6][C:5]([Br:8])=[CH:4][N:3]=1.[F:9][C:10]1[CH:15]=[CH:14][C:13](B(O)O)=[CH:12][CH:11]=1>COCCOC.C(=O)([O-])[O-].[Na+].[Na+].C1C=CC([P]([Pd]([P](C2C=CC=CC=2)(C2C=CC=CC=2)C2C=CC=CC=2)([P](C2C=CC=CC=2)(C2C=CC=CC=2)C2C=CC=CC=2)[P](C2C=CC=CC=2)(C2C=CC=CC=2)C2C=CC=CC=2)(C2C=CC=CC=2)C2C=CC=CC=2)=CC=1>[Br:8][C:5]1[CH:6]=[CH:7][C:2]([C:13]2[CH:14]=[CH:15][C:10]([F:9])=[CH:11][CH:12]=2)=[N:3][CH:4]=1 |f:3.4.5,^1:34,36,55,74|. Procedure: To a degassed mixture of 2,5-dibromopyridine (500 mg, 2.11 mmol) and 4-fluorobenzeneboronic acid (444 mg, 3.17 mmol) in ethylene glycol dimethyl ether (4.2 ml) and 2M aqueous sodium carbonate (2.1 ml) was added tetrakis(triphenylphosphine)palladium(0) (98 mg, 0.08 mmol). This mixture was heated at reflux for 14 h. After cooling the crude reaction was partitioned between water and dichloromethane. The organics were dried over anhydrous magnesium sulfate, filtered and adsorbed onto silica. Purific... The reactants are Cl (hydrogen chloride), CC=1C=C2C=CC(=CC2=CC1)C(=O)CN1C=NC=C1 (1-[(6-methyl-2-naphthoyl)methyl]imidazole). Yields the product Cl.CC=1C=C2C=CC(=CC2=CC1)C(=O)CN1C=NC=C1 (1-[(6-methyl-2-naphthoyl)methyl]imidazole hydrochloride). As a reaction SMILES: [ClH:1].[CH3:2][C:3]1[CH:4]=[C:5]2[C:10](=[CH:11][CH:12]=1)[CH:9]=[C:8]([C:13]([CH2:15][N:16]1[CH:20]=[CH:19][N:18]=[CH:17]1)=[O:14])[CH:7]=[CH:6]2>>[ClH:1].[CH3:2][C:3]1[CH:4]=[C:5]2[C:10](=[CH:11][CH:12]=1)[CH:9]=[C:8]([C:13]([CH2:15][N:16]1[CH:20]=[CH:19][N:18]=[CH:17]1)=[O:14])[CH:7]=[CH:6]2 |f:2.3|. Procedure: Ethereal hydrogen chloride is added dropwise to a solution of 1.0 g. 1-[(6-methyl-2-naphthoyl)methyl]imidazole in 100 ml. ether until precipitation is complete. The product is filtered, washed with ether, airdried and recrystallized from methanol/acetone to yield 1-[(6-methyl-2-naphthoyl)methyl]imidazole hydrochloride, m.p. 271°-272° C. (decomp).